From a dataset of the Open Reaction Database (ORD), a public repository of structured organic reaction records. describe an organic reaction: reactants, conditions, products, and yield The reactants are C(=O)(N1C=NC=C1)N1C=NC=C1 (1,1′-carbonyldiimidazole), BrC=1C=C(C(=NC1)N)N (5-Bromopyridine-2,3-diamine), O (Water). Solvent: C1CCOC1 (THF). Conditions: time 8 hour. Product: BrC=1C=C2C(=NC1)NC(N2)=O (6-Bromo-1H-imidazo[4,5-b]pyridin-2(3H)-one). Isolated yield 92.2%. RXN SMILES: [Br:1][C:2]1[CH:3]=[C:4]([NH2:9])[C:5]([NH2:8])=[N:6][CH:7]=1.[C:10](N1C=CN=C1)(N1C=CN=C1)=[O:11].O>C1COCC1>[Br:1][C:2]1[CH:3]=[C:4]2[NH:9][C:10](=[O:11])[NH:8][C:5]2=[N:6][CH:7]=1. Procedure: 5-Bromopyridine-2,3-diamine (2.45 g) was dissolved in THF (25 mL) and 1,1′-carbonyldiimidazole (2.54 g, 1.2 eq) was added. The reaction was stirred at room temperature under nitrogen gas overnight. Water was then added to the mixture and the product was collected by filtration. The solid was dried under vacuum delivering product (2.57 g, 92% yield). 1H-NMR (300 MHz, DMSO-d6) δ 11.50 (s, 1H), 11.00 (s, 1H), 7.93 (s, 1H), 7.39 (s, 1H). MS (ES+) m/z 213.1 (M+1).